This data is from the Open Reaction Database (ORD), a public repository of structured organic reaction records. The task is: describe an organic reaction: reactants, conditions, products, and yield Reactants: CCOC(=O)CN(Cc1cccc(N)c1)C(=O)C(NC(=O)c1ccccc1)C(C)C, CC(=O)OC(C)=O, CCOC(C)=O, Cl, c1ccncc1. Yields the product CCOC(=O)CN(Cc1cccc(NC(C)=O)c1)C(=O)C(NC(=O)c1ccccc1)C(C)C. As a reaction SMILES: [CH2:1]([CH3:2])[O:3][C:4]([CH2:5][N:6]([CH2:7][c:8]1[cH:9][c:10]([NH2:14])[cH:11][cH:12][cH:13]1)[C:15]([CH:16]([CH:17]([CH3:18])[CH3:19])[NH:20][C:21]([c:22]1[cH:23][cH:24][cH:25][cH:26][cH:27]1)=[O:28])=[O:29])=[O:30].[CH3:31][C:32](=[O:33])[O:34][C:35](=[O:36])[CH3:37].[CH3:44][CH2:45][O:46][C:47]([CH3:48])=[O:49].[ClH:50].[cH:38]1[cH:39][cH:40][n:41][cH:42][cH:43]1>>[CH2:1]([CH3:2])[O:3][C:4]([CH2:5][N:6]([CH2:7][c:8]1[cH:9][c:10]([NH:14][C:32]([CH3:31])=[O:33])[cH:11][cH:12][cH:13]1)[C:15]([CH:16]([CH:17]([CH3:18])[CH3:19])[NH:20][C:21]([c:22]1[cH:23][cH:24][cH:25][cH:26][cH:27]1)=[O:28])=[O:29])=[O:30].